describe an organic reaction: reactants, conditions, products, and yield From a dataset of the Open Reaction Database (ORD), a public repository of structured organic reaction records. Starting materials: CC(C)CC(NC(=O)OCc1ccccc1)C(=O)O, CC(C)COC(=O)Cl, NC(Cc1c[nH]cn1)C(=O)O. The product is CC(C)CC(NC(=O)OCc1ccccc1)C(=O)NC(Cc1c[nH]cn1)C(=O)O. Reaction SMILES: [CH2:1]([c:2]1[cH:3][cH:4][cH:5][cH:6][cH:7]1)[O:8][C:9](=[O:10])[NH:11][CH:12]([CH2:13][CH:14]([CH3:15])[CH3:16])[C:17](=[O:18])[OH:19].[Cl:31][C:32]([O:33][CH2:34][CH:35]([CH3:36])[CH3:37])=[O:38].[NH2:20][CH:21]([CH2:22][c:23]1[cH:24][nH:25][cH:26][n:27]1)[C:28](=[O:29])[OH:30]>>[CH2:1]([c:2]1[cH:3][cH:4][cH:5][cH:6][cH:7]1)[O:8][C:9](=[O:10])[NH:11][CH:12]([CH2:13][CH:14]([CH3:15])[CH3:16])[C:17](=[O:19])[NH:20][CH:21]([CH2:22][c:23]1[cH:24][nH:25][cH:26][n:27]1)[C:28](=[O:29])[OH:30]. Reactants: O1C(=CC=C1)C#C (2-furanylacetylene), C(C1=CC=CC=C1)=O (benzaldehyde), C[Si](N[Si](C)(C)C)(C)C.[Li] (lithium hexamethyldisilazane), solution. Solvent: O1CCCC1 (tetrahydrofuran), O1CCCC1 (tetrahydrofuran), O1CCCC1 (tetrahydrofuran). The product is O1C(=CC=C1)C#CC(O)C1=CC=CC=C1 (α-[(2-Furanyl)-ethynyl]-benzenemethanol). RXN SMILES: C[Si](C)(C)N[Si](C)(C)C.[Li].[O:11]1[CH:15]=[CH:14][CH:13]=[C:12]1[C:16]#[CH:17].[CH:18](=[O:25])[C:19]1[CH:24]=[CH:23][CH:22]=[CH:21][CH:20]=1>O1CCCC1>[O:11]1[CH:15]=[CH:14][CH:13]=[C:12]1[C:16]#[C:17][CH:18]([C:19]1[CH:24]=[CH:23][CH:22]=[CH:21][CH:20]=1)[OH:25] |f:0.1,^1:9|. Procedure: Place lithium hexamethyldisilazane (3 mL of a 1M solution in tetrahydrofuran, 3 mmol) under argon atmosphere and cool to 0° C. Add 2-furanylacetylene (276 mg, 3 mmol) in tetrahydrofuran (20 mL) and stir at 0° C. until anion formation is complete. Add a solution of benzaldehyde (297 mg, 2.8 mmol) in tetrahydrofuran, remove the ice bath and stir at room temperature until the reaction is complete. Pour onto ethyl ether and water, separate the organic layer and dry (MgSO4). Filter and evaporate the ...